This data is from the Open Reaction Database (ORD), a public repository of structured organic reaction records. The task is: describe an organic reaction: reactants, conditions, products, and yield The reactants are B, CC(C)(C)c1ccc([N+](=O)[O-])cc1C#N, C1CCOC1, C1CCOC1, CO, Cl, O. The product is CC(C)(C)c1ccc([N+](=O)[O-])cc1CN. As a reaction SMILES: [BH3:16].[C:1]([CH3:2])([CH3:3])([CH3:4])[c:5]1[c:6]([C:7]#[N:8])[cH:9][c:10]([N+:13](=[O:14])[O-:15])[cH:11][cH:12]1.[CH2:17]1[O:18][CH2:19][CH2:20][CH2:21]1.[CH2:25]1[O:26][CH2:27][CH2:28][CH2:29]1.[CH3:22][OH:23].[ClH:24].[OH2:30]>>[C:1]([CH3:2])([CH3:3])([CH3:4])[c:5]1[c:6]([CH2:7][NH2:8])[cH:9][c:10]([N+:13](=[O:14])[O-:15])[cH:11][cH:12]1. Reactants: NC1=C(C=C(C=C1)[N+](=O)[O-])I (2-amino-5-nitro-iodobenzene), N(=O)[O-].[Na+] (NaNO2), Cl (HCl). Reagents/catalysts: Cl[Cu] (CuCl). Solvent: O (water), O (water). Reaction conditions: temperature 0 celsius, time 1 hour. Yields the product ClC1=C(C=C(C=C1)[N+](=O)[O-])I (1-Chloro-2-iodo-4-nitro-benzene). Reaction SMILES: N[C:2]1[CH:7]=[CH:6][C:5]([N+:8]([O-:10])=[O:9])=[CH:4][C:3]=1[I:11].N([O-])=O.[Na+].[ClH:16]>O.Cl[Cu]>[Cl:16][C:2]1[CH:7]=[CH:6][C:5]([N+:8]([O-:10])=[O:9])=[CH:4][C:3]=1[I:11] |f:1.2|. Procedure details: 2-amino-5-nitro-iodobenzene (10.00 g, 37.9 mmol) was suspended in 12 N HCl (25 mL) and water (40 mL) and stirred for 30 min at 22° C. The mixture was then cooled to 0° C. and NaNO2 (5.23 g, 75.8 mmol in 18 mL of H2O) was added over a 10 min period. After 1 h, this solution was transferred to a solution of CuCl (3.75 g, 37.9 mmol) in water (50 mL) at 60° C. After 2 h, the mixture was cooled to 22° C. and extracted with EtOAc (3×150 mL) and the organics were dried over anhydrous MgSO4. The crude p...